From a dataset of the Open Reaction Database (ORD), a public repository of structured organic reaction records. describe an organic reaction: reactants, conditions, products, and yield Reactants: CCNS(=O)(=O)N1CCC(C#N)(CC2CC2)CC1, CCO, CCO, [Na+], [OH-], O. Product: CCNS(=O)(=O)N1CCC(CN)(CC2CC2)CC1. Reaction SMILES: [C:1](#[N:2])[C:3]1([CH2:15][CH:16]2[CH2:17][CH2:18]2)[CH2:4][CH2:5][N:6]([S:9](=[O:10])(=[O:11])[NH:12][CH2:13][CH3:14])[CH2:7][CH2:8]1.[CH2:25]([OH:26])[CH3:27].[CH3:21][CH2:22][OH:23].[Na+:20].[OH-:19].[OH2:24]>>[CH2:1]([NH2:2])[C:3]1([CH2:15][CH:16]2[CH2:17][CH2:18]2)[CH2:4][CH2:5][N:6]([S:9](=[O:10])(=[O:11])[NH:12][CH2:13][CH3:14])[CH2:7][CH2:8]1. The reactants are C[Si](C)(C)[N-][Si](C)(C)C.[Li+] (lithium bis(trimethylsilyl)amide), C1CCOC1 (THF), resultant mixture, C(C)(=O)N1CC(NCC1)=O (4-acetylpiperazin-2-one), C[Si](C)(C)[N-][Si](C)(C)C.[Li+] (lithium bis(trimethylsilyl)-amide), C1CCOC1 (THF), resultant mixture, C(C(=O)OCC)(=O)OCC (diethyl oxalate), resultant solution, ClC=1C=C(CBr)C=CC1 (3-chlorobenzyl bromide), C[Si](C)(C)[N-][Si](C)(C)C.[Li+] (lithium bis(trimethylsilyl)amide), C1CCOC1 (THF). Run in CN(C)C=O (DMF). Conditions: time 30 minute. Yields the product ClC=1C=C(CN2C(C=3N(CC2)C(C=C(C3O)O)=O)=O)C=CC1 (2-(3-chlorobenzyl)-8,9-dihydroxy-3,4-dihydro-2H-pyrido[1,2-a]pyrazine-1,6-dione). As a reaction SMILES: [C:1]([N:4]1[CH2:9][CH2:8][NH:7][C:6](=[O:10])[CH2:5]1)(=[O:3])[CH3:2].C[Si]([N-][Si](C)(C)C)(C)C.[Li+].C1COCC1.[Cl:26][C:27]1[CH:28]=[C:29]([CH:32]=[CH:33][CH:34]=1)[CH2:30]Br.[C:35](OCC)(=[O:41])[C:36](OCC)=[O:37]>CN(C=O)C>[Cl:26][C:27]1[CH:28]=[C:29]([CH:32]=[CH:33][CH:34]=1)[CH2:30][N:7]1[CH2:8][CH2:9][N:4]2[C:1](=[O:3])[CH:2]=[C:35]([OH:41])[C:36]([OH:37])=[C:5]2[C:6]1=[O:10] |f:1.2|. Procedure: To a cold (0° C.) solution of 4-acetylpiperazin-2-one (1.0 g, 7.0 mmol) in DMF (75 mL) under an atmosphere of nitrogen, a solution of lithium bis(trimethylsilyl)-amide in THF (7.7 mL, 7.7 mmol) was added and stirred at the temperature for 30 min. The resultant solution was treated with 3-chlorobenzyl bromide (0.92 mL, 7.0 mmol), and stirred at room temperature overnight. The resultant mixture was cooled to 0° C., treated with a solution of lithium bis(trimethylsilyl)amide in THF (8.4 mL, 8.4 mmo... The reactants are FC1=CC=C(OCC(COC)=O)C=C1 (1-(4-fluorophenoxy)-3-methoxy-propan-2-one), N (ammonia), [BH4-].[Na+] (sodium tetrahydroborate). Run at time 8 hour. Product: FC1=CC=C(OCC(COC)N)C=C1 (1-(4-Fluorophenoxy)-3-methoxy-propan-2-amine). Yield: 78.6%. As a reaction SMILES: [F:1][C:2]1[CH:14]=[CH:13][C:5]([O:6][CH2:7][C:8](=O)[CH2:9][O:10][CH3:11])=[CH:4][CH:3]=1.[BH4-].[Na+].[NH3:17]>>[F:1][C:2]1[CH:14]=[CH:13][C:5]([O:6][CH2:7][CH:8]([NH2:17])[CH2:9][O:10][CH3:11])=[CH:4][CH:3]=1 |f:1.2|. Reported procedure: Dissolve 1-(4-fluorophenoxy)-3-methoxy-propan-2-one (860 mg) in ammonia (7N in MeOH, 14.5 mL) and add molecular sieves (1 g). Stir the mixture at ambient temperature overnight. Cool the reaction to 0° C.; add sodium tetrahydroborate (0.66 g, 17.36 mmol); and stir the mixture at ambient temperature for 2 hours. Filter the mixture through a Celite® plug and rinse with MeOH. Concentrate the collected filtrate; dissolve in DCM; and wash with saturated aqueous NaHCO3 solution. Concentrate the filtrat... Reactants: ClC(Cl)(Cl)Cl, [Li]CCCC, CC(C)Nc1cc(-c2nn3ccccc3c2-c2ccnc(NC3CC3)n2)ccn1, C1CCOC1. Product: CC(C)Nc1cc(-c2nn3c(Cl)cccc3c2-c2ccnc(NC3CC3)n2)ccn1. As a reaction SMILES: [C:35]([Cl:36])([Cl:37])([Cl:38])[Cl:39].[CH2:30]([Li:31])[CH2:32][CH2:33][CH3:34].[CH:1]1([NH:4][c:5]2[n:6][cH:7][cH:8][c:9](-[c:11]3[c:12](-[c:20]4[cH:21][c:22]([NH:26][CH:27]([CH3:28])[CH3:29])[n:23][cH:24][cH:25]4)[n:13][n:14]4[c:15]3[cH:16][cH:17][cH:18][cH:19]4)[n:10]2)[CH2:2][CH2:3]1.[O:40]1[CH2:41][CH2:42][CH2:43][CH2:44]1>>[CH:1]1([NH:4][c:5]2[n:6][cH:7][cH:8][c:9](-[c:11]3[c:12](-[c:20]4[cH:21][c:22]([NH:26][CH:27]([CH3:28])[CH3:29])[n:23][cH:24][cH:25]4)[n:13][n:14]4[c:15]3[cH:16][cH:17][cH:18][c:19]4[Cl:36])[n:10]2)[CH2:2][CH2:3]1.